Dataset: the Open Reaction Database (ORD), a public repository of structured organic reaction records. Task: describe an organic reaction: reactants, conditions, products, and yield The reactants are ClC1=C(NC(=C1Cl)C)C(=O)N[C@H]1[C@H](CN(CC1)C=1SC(=CN1)C(=O)[O-])F.OCC(CO)([NH3+])CO (1,3-Dihydroxy-2-(hydroxymethyl)propan-2-aminium 2-((3S,4R)-4-{[(3,4-dichloro-5-methyl-1H-pyrrol-2-yl)carbonyl]amino}-3-fluoropiperidin-1-yl)-1,3-thiazole-5-carboxylate), BrC=1C=C(NC1C)C(=O)OCC (Ethyl 4-bromo-5-methyl-1H-pyrrole-2-carboxylate). Yields the product BrC=1C=C(NC1C)C(=O)O (4-bromo-5-methyl-1H-pyrrole-2-carboxylic acid). RXN SMILES: ClC1C(Cl)=C(C)NC=1C(N[C@@H]1CCN(C2SC(C([O-])=O)=CN=2)C[C@@H]1F)=O.OCC(CO)([NH3+])CO.[Br:35][C:36]1[CH:37]=[C:38]([C:42]([O:44]CC)=[O:43])[NH:39][C:40]=1[CH3:41]>>[Br:35][C:36]1[CH:37]=[C:38]([C:42]([OH:44])=[O:43])[NH:39][C:40]=1[CH3:41] |f:0.1|. Reported procedure: Prepared by the procedure described for Intermediate 1 using Intermediate 187 as the starting material. The reactants are ClC=1C(N(S(C1C1=CC=CC=C1)(=O)=O)C)=O (4-chloro-2-methyl-5-phenylisothiazol-3(2H)-one 1,1-dioxide), NC=1C=CC2=C(C=C(O2)C(C)=O)C1 (1-(5-amino-1-benzofuran-2-yl)ethanone), H+. The product is C(C)(=O)C=1OC2=C(C1)C=C(C=C2)NC=2C(N(S(C2C2=CC=CC=C2)(=O)=O)C)=O (4-[(2-Acetyl-1-benzofuran-5-yl)amino]-2-methyl-5-phenylisothiazol-3(2H)-one 1,1-dioxide). RXN SMILES: Cl[C:2]1[C:3](=[O:16])[N:4]([CH3:15])[S:5](=[O:14])(=[O:13])[C:6]=1[C:7]1[CH:12]=[CH:11][CH:10]=[CH:9][CH:8]=1.[NH2:17][C:18]1[CH:19]=[CH:20][C:21]2[O:25][C:24]([C:26](=[O:28])[CH3:27])=[CH:23][C:22]=2[CH:29]=1>>[C:26]([C:24]1[O:25][C:21]2[CH:20]=[CH:19][C:18]([NH:17][C:2]3[C:3](=[O:16])[N:4]([CH3:15])[S:5](=[O:14])(=[O:13])[C:6]=3[C:7]3[CH:12]=[CH:11][CH:10]=[CH:9][CH:8]=3)=[CH:29][C:22]=2[CH:23]=1)(=[O:28])[CH3:27]. Procedure details: The title compound was prepared from 4-chloro-2-methyl-5-phenylisothiazol-3(2H)-one 1,1-dioxide and 1-(5-amino-1-benzofuran-2-yl)ethanone in a similar manner as described for e.g. Examples 9 and 13. 1H NMR (400 MHz, CD3CN): δ 7.89 (bs, 1H), 7.38-7.37 (m, 1H), 7.25 (d, 1H), 7.16-7.10 (m, 4H), 7.09-7.03 (m, 3H), 3.22 (s, 3H), 2.50 (s, 3H); Mass Spectrum: M+H+ 397. Reactants: CC(C)(C)NC(=O)C1CCC(=O)CC1CC1OC(C)(C)N(C(=O)OC(C)(C)C)C1Cc1ccccc1, C1CCOC1. Yields the product CC(C)(C)NC(=O)C1CCC(O)CC1CC1OC(C)(C)N(C(=O)OC(C)(C)C)C1Cc1ccccc1. Reaction SMILES: [C:1]([CH3:2])([CH3:3])([CH3:4])[O:5][C:6](=[O:7])[N:8]1[C:9]([CH3:35])([CH3:36])[O:10][CH:11]([CH2:20][CH:21]2[CH:22]([C:28]([NH:29][C:30]([CH3:31])([CH3:32])[CH3:33])=[O:34])[CH2:23][CH2:24][C:25](=[O:27])[CH2:26]2)[CH:12]1[CH2:13][c:14]1[cH:15][cH:16][cH:17][cH:18][cH:19]1.[O:37]1[CH2:38][CH2:39][CH2:40][CH2:41]1>>[C:1]([CH3:2])([CH3:3])([CH3:4])[O:5][C:6](=[O:7])[N:8]1[C:9]([CH3:35])([CH3:36])[O:10][CH:11]([CH2:20][CH:21]2[CH:22]([C:28]([NH:29][C:30]([CH3:31])([CH3:32])[CH3:33])=[O:34])[CH2:23][CH2:24][CH:25]([OH:27])[CH2:26]2)[CH:12]1[CH2:13][c:14]1[cH:15][cH:16][cH:17][cH:18][cH:19]1.